Dataset: the Open Reaction Database (ORD), a public repository of structured organic reaction records. Task: describe an organic reaction: reactants, conditions, products, and yield Starting materials: C(C)(=O)O.COP(=O)(CC(CC(C)C)C(N[C@@H](CC(C)C)C(NC)=O)=O)CN ((aminomethyl)[(RS)-4-methyl-2-[[(S)-3-methyl-1-(methylcarbamoyl)butyl]carbamoyl]pentyl]phosphinic acid methyl ester acetate), [N+](=O)([O-])C1=C2C(C(=O)OC2=O)=CC=C1 (3-nitrophthalic anhydride). Yields the product COP(=O)(CN1C(C=2C(C1=O)=C(C=CC2)[N+](=O)[O-])=O)CC(CC(C)C)C(NC(CC(C)C)C(NC)=O)=O ([4-methyl-2-[[3-methyl-1-(methylcarbamoyl)butyl]carbamoyl]pentyl][(3-nitrophthalimido)methyl]phosphinic acid methyl ester). Yield: 35.9%. As a reaction SMILES: C(O)(=O)C.[CH3:5][O:6][P:7]([CH2:27][NH2:28])([CH2:9][CH:10]([C:15](=[O:26])[NH:16][C@H:17]([C:22](=[O:25])[NH:23][CH3:24])[CH2:18][CH:19]([CH3:21])[CH3:20])[CH2:11][CH:12]([CH3:14])[CH3:13])=[O:8].[N+:29]([C:32]1[CH:42]=[CH:41][CH:40]=[C:34]2[C:35]([O:37][C:38](=O)[C:33]=12)=[O:36])([O-:31])=[O:30]>>[CH3:5][O:6][P:7]([CH2:9][CH:10]([C:15](=[O:26])[NH:16][CH:17]([C:22](=[O:25])[NH:23][CH3:24])[CH2:18][CH:19]([CH3:21])[CH3:20])[CH2:11][CH:12]([CH3:14])[CH3:13])([CH2:27][N:28]1[C:38](=[O:37])[C:33]2=[C:32]([N+:29]([O-:31])=[O:30])[CH:42]=[CH:41][CH:40]=[C:34]2[C:35]1=[O:36])=[O:8] |f:0.1|. Procedure: In a manner analogous to that described in Example 3(A), from 0.23 g of (aminomethyl)[(RS)-4-methyl-2-[[(S)-3-methyl-1-(methylcarbamoyl)butyl]carbamoyl]pentyl]phosphinic acid methyl ester acetate and 0.105 g of 3-nitrophthalic anhydride, there was obtained 0.105 g of [4-methyl-2-[[3-methyl-1-(methylcarbamoyl)butyl]carbamoyl]pentyl][(3-nitrophthalimido)methyl]phosphinic acid methyl ester in the form of a pale yellow foam. Starting materials: ClC1=C(C(=NC=N1)N(C)CC(C)(C)C)[N+](=O)[O-] ((6-Chloro-5-nitro-pyrimidin-4-yl)-(2,2-dimethyl-propyl)-methyl-amine), C(C)(C)N(CC)C(C)C (diisopropylethylamine), CC1=C(C=C(C=C1)C1=NN=CN1)N (2-Methyl-5-(4H-[1,2,4]triazol-3-yl)-phenylamine). Run in CCCCO (n-BuOH). Conditions: temperature 80 celsius, time 18 hour. Product: CC(CN(C1=NC=NC(=C1[N+](=O)[O-])NC1=C(C=CC(=C1)C1=NN=CN1)C)C)(C)C (N-(2,2-Dimethyl-propyl)-N-methyl-N′-[2-methyl-5-(4H-[1,2,4]triazol-3-yl)-phenyl]-5-nitro-pyrimidine-4,6-diamine). Isolated yield 30.5%. As a reaction SMILES: Cl[C:2]1[N:7]=[CH:6][N:5]=[C:4]([N:8]([CH2:10][C:11]([CH3:14])([CH3:13])[CH3:12])[CH3:9])[C:3]=1[N+:15]([O-:17])=[O:16].C(N(C(C)C)CC)(C)C.[CH3:27][C:28]1[CH:33]=[CH:32][C:31]([C:34]2[NH:38][CH:37]=[N:36][N:35]=2)=[CH:30][C:29]=1[NH2:39]>CCCCO>[CH3:12][C:11]([CH3:14])([CH3:13])[CH2:10][N:8]([CH3:9])[C:4]1[C:3]([N+:15]([O-:17])=[O:16])=[C:2]([NH:39][C:29]2[CH:30]=[C:31]([C:34]3[NH:38][CH:37]=[N:36][N:35]=3)[CH:32]=[CH:33][C:28]=2[CH3:27])[N:7]=[CH:6][N:5]=1. Reported procedure: A solution of (6-Chloro-5-nitro-pyrimidin-4-yl)-(2,2-dimethyl-propyl)-methyl-amine (185 mg, 0.72 mmol), diisopropylethylamine (0.13 mL, 0.72 mmol) and 2-Methyl-5-(4H-[1,2,4]triazol-3-yl)-phenylamine (126 mg, 0.72 mmol) in 3 mL of n-BuOH was heated with stirring at 80° C. for 18 h. The solvent was then evaporated in vacuo and the crude product was purified by flash chromatography to afford 87 mg of the product (30%). MS (m/z) calcd for C19H24N8O2 (MH+), 397.2, found, 397.3. The product is CCOC(=O)CCc1n[nH]c(SCc2ccc(OCc3nc(-c4ccccc4)oc3C)cc2)n1. As a reaction SMILES: [C:36](=[O:37])([O-:38])[O-:39].[CH3:42][N:43]([CH3:44])[CH:45]=[O:46].[Cl:14][CH2:15][c:16]1[cH:17][cH:18][c:19]([O:20][CH2:21][c:22]2[n:23][c:24](-[c:28]3[cH:29][cH:30][cH:31][cH:32][cH:33]3)[o:25][c:26]2[CH3:27])[cH:34][cH:35]1.[K+:40].[K+:41].[OH2:47].[SH:1][c:2]1[n:3][c:4]([CH2:7][CH2:8][C:9](=[O:10])[O:11][CH2:12][CH3:13])[n:5][nH:6]1>>[S:1]([c:2]1[n:3][c:4]([CH2:7][CH2:8][C:9](=[O:10])[O:11][CH2:12][CH3:13])[n:5][nH:6]1)[CH2:15][c:16]1[cH:17][cH:18][c:19]([O:20][CH2:21][c:22]2[n:23][c:24](-[c:28]3[cH:29][cH:30][cH:31][cH:32][cH:33]3)[o:25][c:26]2[CH3:27])[cH:34][cH:35]1. Reactants: O=C([O-])[O-], CN(C)C=O, Cc1oc(-c2ccccc2)nc1COc1ccc(CCl)cc1, [K+], [K+], O, CCOC(=O)CCc1n[nH]c(S)n1. Starting materials: C(O)([O-])=O.[Na+] (sodium hydrogencarbonate), ClCCCCC=1C=C2CCC(NC2=CC1)=O (6-(4-chlorobutyl)-3,4-dihydrocarbostyril), [I-].[Na+] (sodium iodide), CN(C=O)C (dimethylformamide). Run in CC(=O)C (acetone). Run at temperature 50 celsius, time 2 hour. Product: C1(=CC=C(C=C1)N1CCN(CC1)CCCCC=1C=C2CCC(NC2=CC1)=O)C (6-{4-[4-(4-tolyl)- 1-piperazinyl]butyl}-3,4-dihydrocarbostyril). Reaction SMILES: Cl[CH2:2][CH2:3][CH2:4][CH2:5][C:6]1[CH:7]=[C:8]2[C:13](=[CH:14][CH:15]=1)[NH:12][C:11](=[O:16])[CH2:10][CH2:9]2.[I-].[Na+].[CH3:19][N:20]([CH3:23])[CH:21]=O.C(=O)([O-])O.[Na+]>CC(C)=O>[C:6]1([CH3:7])[CH:15]=[CH:14][C:19]([N:20]2[CH2:23][CH2:13][N:12]([CH2:2][CH2:3][CH2:4][CH2:5][C:6]3[CH:7]=[C:8]4[C:13](=[CH:14][CH:15]=3)[NH:12][C:11](=[O:16])[CH2:10][CH2:9]4)[CH2:11][CH2:21]2)=[CH:4][CH:5]=1 |f:1.2,4.5|. Procedure details: 2.5 Grams of 6-(4-chlorobutyl)-3,4-dihydrocarbostyril and 1.8 g of sodium iodide were mixed in 80 ml of acetone and stirred at 50° C. for 2 hours. Then to the reaction mixture was added 80 ml of dimethylformamide and the acetone was removed by distillation, and 2.0 g of 4-(4-tolyl)piperazine and 2.0 g of triethylamine were added to the reaction mixture, and stirred at 70°-80° C. for 5 hours. The reaction mixture was concentrated under a reduced pressure to obtain a residue. To the residue was ad...